The task is: describe an organic reaction: reactants, conditions, products, and yield. This data is from the Open Reaction Database (ORD), a public repository of structured organic reaction records. Reactants: CC(C)(C)Oc1cc(F)nc(F)c1F, [Li]CCCC, C1CCOC1, CI, CC(C)NC(C)C. Product: Cc1c(F)nc(F)c(F)c1OC(C)(C)C. As a reaction SMILES: [C:13]([CH3:14])([CH3:15])([CH3:16])[O:17][c:18]1[cH:19][c:20]([F:26])[n:21][c:22]([F:25])[c:23]1[F:24].[CH2:1]([Li:2])[CH2:3][CH2:4][CH3:5].[CH2:29]1[O:30][CH2:31][CH2:32][CH2:33]1.[CH3:27][I:28].[CH:6]([NH:7][CH:8]([CH3:9])[CH3:10])([CH3:11])[CH3:12]>>[CH3:1][c:19]1[c:18]([O:17][C:13]([CH3:14])([CH3:15])[CH3:16])[c:23]([F:24])[c:22]([F:25])[n:21][c:20]1[F:26]. Starting materials: COC(C1=C(C=CC=C1)OCCN1CCC(CC1)C1=CNC2=CC=CC=C12)=O (2-{2-[4-(1H-indol-3-yl)-piperidin-1-yl]-ethoxy}-benzoic acid methyl ester), CS(=O)(=O)OCC1COCC1 (tetrahydro-furan-3-ylmethyl methanesulfonate). The product is O1CC(CC1)CN1C=C(C2=CC=CC=C12)C1CCN(CC1)CCOC1=C(C(=O)O)C=CC=C1 (2-(2-{4-[1-(tetrahydro-furan-3-ylmethyl)-1H-indol-3-yl]-piperidin-1-yl}-ethoxy)-benzoic acid). As a reaction SMILES: C[O:2][C:3](=[O:28])[C:4]1[CH:9]=[CH:8][CH:7]=[CH:6][C:5]=1[O:10][CH2:11][CH2:12][N:13]1[CH2:18][CH2:17][CH:16]([C:19]2[C:27]3[C:22](=[CH:23][CH:24]=[CH:25][CH:26]=3)[NH:21][CH:20]=2)[CH2:15][CH2:14]1.CS(O[CH2:34][CH:35]1[CH2:39][CH2:38][O:37][CH2:36]1)(=O)=O>>[O:37]1[CH2:38][CH2:39][CH:35]([CH2:34][N:21]2[C:22]3[C:27](=[CH:26][CH:25]=[CH:24][CH:23]=3)[C:19]([CH:16]3[CH2:17][CH2:18][N:13]([CH2:12][CH2:11][O:10][C:5]4[CH:6]=[CH:7][CH:8]=[CH:9][C:4]=4[C:3]([OH:2])=[O:28])[CH2:14][CH2:15]3)=[CH:20]2)[CH2:36]1. Procedure: This compound was prepared following the procedure described in example 1 (part E) starting with 0.1 g (0.26 mmol) of 2-{2-[4-(1H-indol-3-yl)-piperidin-1-yl]-ethoxy}-benzoic acid methyl ester and 0.067 g (0.37 mmol) of freshly prepared tetrahydro-furan-3-ylmethyl methanesulfonate. After standard purification, 0.045 g (39% of yield) of the expected acid were obtained. The product is COc1c(C)c(C)c2c(c1C)CCC(C)(CCCN1CCNCC1)O2. Reactants: C1CNCCN1, Cc1ccccc1, COc1c(C)c(C)c2c(c1C)CCC(C)(CCCOS(=O)(=O)c1ccc(C)cc1)O2, O. Reaction SMILES: [CH2:1]1[CH2:2][NH:3][CH2:4][CH2:5][NH:6]1.[CH3:38][c:39]1[cH:40][cH:41][cH:42][cH:43][cH:44]1.[CH3:7][O:8][c:9]1[c:10]([CH3:36])[c:11]([CH3:35])[c:12]2[c:13]([c:33]1[CH3:34])[CH2:14][CH2:15][C:16]([CH3:18])([CH2:19][CH2:20][CH2:21][O:22][S:23]([c:24]1[cH:25][cH:26][c:27]([CH3:28])[cH:29][cH:30]1)(=[O:31])=[O:32])[O:17]2.[OH2:37]>>[CH2:1]1[CH2:2][N:3]([CH2:21][CH2:20][CH2:19][C:16]2([CH3:18])[CH2:15][CH2:14][c:13]3[c:12]([c:11]([CH3:35])[c:10]([CH3:36])[c:9]([O:8][CH3:7])[c:33]3[CH3:34])[O:17]2)[CH2:4][CH2:5][NH:6]1. Starting materials: CC=1SC=C(C1N)C (2,4-dimethyl-3-aminothiophene), C(=O)([O-])[O-].[K+].[K+] (K2CO3), O (water), C(C)(=O)OCC(=O)Cl (acetoxyacetyl chloride). Solvent: C(Cl)Cl (methylene chloride). Yields the product CC=1SC=C(C1NC(COC(C)=O)=O)C (N-(2,4-dimethyl-thien-3-yl)-acetoxyacetamide). As a reaction SMILES: [CH3:1][C:2]1[S:3][CH:4]=[C:5]([CH3:8])[C:6]=1[NH2:7].C([O-])([O-])=O.[K+].[K+].O.[C:16]([O:19][CH2:20][C:21](Cl)=[O:22])(=[O:18])[CH3:17]>C(Cl)Cl>[CH3:1][C:2]1[S:3][CH:4]=[C:5]([CH3:8])[C:6]=1[NH:7][C:21](=[O:22])[CH2:20][O:19][C:16](=[O:18])[CH3:17] |f:1.2.3|. Procedure details: To 12.7 g (0.1 mol) of 2,4-dimethyl-3-aminothiophene, 13.8 g (0.1 mol) of K2CO3, 20 ml of water and 150 ml of methylene chloride are added dropwise at ambient temperature 15 g (0.11 mol) of acetoxyacetyl chloride. Yields the product CCN(CC)C(=O)c1cccc(OC)c1-c1ccccc1OC(C)C. Starting materials: CCNCC, ClCCl, COc1cccc(C(=O)O)c1-c1ccccc1OC(C)C, O=S(Cl)Cl. As a reaction SMILES: [CH2:26]([CH3:27])[NH:28][CH2:29][CH3:30].[CH2:31]([Cl:32])[Cl:33].[CH:1]([CH3:2])([CH3:3])[O:4][c:5]1[c:6](-[c:11]2[c:12]([C:19](=[O:20])[OH:21])[cH:13][cH:14][cH:15][c:16]2[O:17][CH3:18])[cH:7][cH:8][cH:9][cH:10]1.[S:22]([Cl:23])([Cl:24])=[O:25]>>[CH:1]([CH3:2])([CH3:3])[O:4][c:5]1[c:6](-[c:11]2[c:12]([C:19](=[O:21])[N:28]([CH2:26][CH3:27])[CH2:29][CH3:30])[cH:13][cH:14][cH:15][c:16]2[O:17][CH3:18])[cH:7][cH:8][cH:9][cH:10]1. Reactants: C(=O)CNN1C=C(C(C=2C=C3C(=CC12)OCO3)=O)C(=O)OCC (ethyl 5,8-dihydro-5-[(formyl)methylamino]-8-oxo-1,3-dioxolo[4,5-g]quinoline-7-carboxylate). Run in C(=O)O (formic acid). Product: C(=O)CNN1C=C(C(C=2C=C3C(=CC12)OCO3)=O)C(=O)O (5-[(Formyl)methylamino]5,8-dihydro-8-oxo-1,3-dioxolo[4,5-g]-quinoline-7-carboxylic acid). RXN SMILES: [CH:1]([CH2:3][NH:4][N:5]1[C:14]2[CH:13]=[C:12]3[O:15][CH2:16][O:17][C:11]3=[CH:10][C:9]=2[C:8](=[O:18])[C:7]([C:19]([O:21]CC)=[O:20])=[CH:6]1)=[O:2]>C(O)=O>[CH:1]([CH2:3][NH:4][N:5]1[C:14]2[CH:13]=[C:12]3[O:15][CH2:16][O:17][C:11]3=[CH:10][C:9]=2[C:8](=[O:18])[C:7]([C:19]([OH:21])=[O:20])=[CH:6]1)=[O:2]. Procedure: 5-[(Formyl)methylamino]5,8-dihydro-8-oxo-1,3-dioxolo[4,5-g]-quinoline-7-carboxylic acid [V; R is CH3, R" is H] was prepared by heating ethyl 5,8-dihydro-5-[(formyl)methylamino]-8-oxo-1,3-dioxolo[4,5-g]quinoline-7-carboxylate (Example 6) with formic acid according to the procedure of Example 4, and was obtained in the form of colorless plates, m.p. above 330° C. when precipitated from a solution of its potassium salt by addition of acetic acid.